From a dataset of the Open Reaction Database (ORD), a public repository of structured organic reaction records. describe an organic reaction: reactants, conditions, products, and yield The reactants are C(C)(=O)OC1=C(C(=O)CCCCCCC(=O)O)C=CC=C1 (7-(2-Acetoxybenzoyl)heptanoic acid), NO.Cl (NH2OH.HCl). Run in C(C)N(CC)CC (triethylamine). The product is ONC(CCCCCCC(C1=C(C=CC=C1)OC(C)=O)=O)=O (N-hydroxy-7-(2-acetoxybenzoyl)heptanamide). Isolated yield 43.0%. As a reaction SMILES: [C:1]([O:4][C:5]1[CH:21]=[CH:20][CH:19]=[CH:18][C:6]=1[C:7]([CH2:9][CH2:10][CH2:11][CH2:12][CH2:13][CH2:14][C:15](O)=[O:16])=[O:8])(=[O:3])[CH3:2].[NH2:22][OH:23].Cl>C(N(CC)CC)C>[OH:23][NH:22][C:15](=[O:16])[CH2:14][CH2:13][CH2:12][CH2:11][CH2:10][CH2:9][C:7](=[O:8])[C:6]1[CH:18]=[CH:19][CH:20]=[CH:21][C:5]=1[O:4][C:1](=[O:3])[CH3:2] |f:1.2|. Procedure: Following the procedure described in Example 14, step 3, but substituting carboxylic acid 50e for 37 and using 1.1 equivalent of NH2OH.HCl and triethylamine each, the title compound was obtained as light yellow solid in 43% yield: 1H NMR (300 MHz, CD3OD/CDCl3=5/1) δ 7.78 (dd, J=8.1, 1.2 Hz, 1H), 7.47 (m, 1H), 6.96 (dd, J=8.4, 1.2 Hz, 1H), 6.91 (m, 1H), 3.00 (t, J=7.2 Hz, 2H), 2.12 (t, J=7.5 Hz, 2H), 1.59-1.79 (m, 4H), 1.40 (m, 4H); 13C NMR (75.4 MHz, CD3OD/CDCl3=5/1) δ 23.97, 32.51, 37.94, 118.0... Reactants: CN1CCC(CC1)C1=NNC2=CC=CC=C12 (3-(1-methyl-4-piperidinyl)-1H-indazole), C(C1=CC=CC=C1)(=O)Cl (benzoyl chloride). Yields the product Cl.C(C1=CC=CC=C1)(=O)N1N=C(C2=CC=CC=C12)C1CCN(CC1)C (1-Benzoyl-3-(1-methyl-4-piperidinyl)-1H-indazole hydrochloride). Isolated yield 62.2%. RXN SMILES: [CH3:1][N:2]1[CH2:7][CH2:6][CH:5]([C:8]2[C:16]3[C:11](=[CH:12][CH:13]=[CH:14][CH:15]=3)[NH:10][N:9]=2)[CH2:4][CH2:3]1.[C:17]([Cl:25])(=[O:24])[C:18]1[CH:23]=[CH:22][CH:21]=[CH:20][CH:19]=1>>[ClH:25].[C:17]([N:10]1[C:11]2[C:16](=[CH:15][CH:14]=[CH:13][CH:12]=2)[C:8]([CH:5]2[CH2:4][CH2:3][N:2]([CH3:1])[CH2:7][CH2:6]2)=[N:9]1)(=[O:24])[C:18]1[CH:23]=[CH:22][CH:21]=[CH:20][CH:19]=1 |f:2.3|. Procedure: A mixture of 3.0 g of 3-(1-methyl-4-piperidinyl)-1H-indazole and 3.2 ml of benzoyl chloride was heated at 100° for 2 hrs. The resultant solid was triturated with ether and collected. The salt was twice recrystallized from ethanol-ether to yield 3.1 g (62.2%) of product, mp 234°-236° C.